This data is from the Open Reaction Database (ORD), a public repository of structured organic reaction records. The task is: describe an organic reaction: reactants, conditions, products, and yield Starting materials: CC(=O)N(C)c1ccc(NCC2CCOCC2)c([N+](=O)[O-])c1, CCOC(C)=O. Yields the product CC(=O)N(C)c1ccc(NCC2CCOCC2)c(N)c1. Reaction SMILES: [CH3:1][N:2]([C:3]([CH3:4])=[O:5])[c:6]1[cH:7][c:8]([N+:20]([O-:21])=[O:22])[c:9]([NH:12][CH2:13][CH:14]2[CH2:15][CH2:16][O:17][CH2:18][CH2:19]2)[cH:10][cH:11]1.[CH3:23][CH2:24][O:25][C:26](=[O:27])[CH3:28]>>[CH3:1][N:2]([C:3]([CH3:4])=[O:5])[c:6]1[cH:7][c:8]([NH2:20])[c:9]([NH:12][CH2:13][CH:14]2[CH2:15][CH2:16][O:17][CH2:18][CH2:19]2)[cH:10][cH:11]1. Reactants: C(CCC)C1=NC2=CC=C(C=C2C(N1CC1=CC=C(C=C1)C1=C(C=CC=C1)C1=NN=NN1C(C1=CC=CC=C1)(C1=CC=CC=C1)C1=CC=CC=C1)=O)[N+](=O)[O-] (2-n-Butyl-3-[(2'-(N-triphenylmethyl-tetrazol-5-yl)-biphen-4-yl)-methyl]-6-nitro quinazolin-4(3H)-one). Reagents/catalysts: [Pd] (Pd/C). The solvent is CCOC(=O)C (EtOAc). The product is NC=1C=C2C(N(C(=NC2=CC1)CCCC)CC1=CC=C(C=C1)C1=C(C=CC=C1)C1=NN=NN1C(C1=CC=CC=C1)(C1=CC=CC=C1)C1=CC=CC=C1)=O (6-Amino-2-n-butyl-3-[(2'-(N-triphenylmethyl-tetrazol-5-yl)-biphen-4-yl)-methyl]-quinazolin-4(3H)-one). Isolated yield 98.3%. RXN SMILES: [CH2:1]([C:5]1[N:14]([CH2:15][C:16]2[CH:21]=[CH:20][C:19]([C:22]3[CH:27]=[CH:26][CH:25]=[CH:24][C:23]=3[C:28]3[N:32]([C:33]([C:46]4[CH:51]=[CH:50][CH:49]=[CH:48][CH:47]=4)([C:40]4[CH:45]=[CH:44][CH:43]=[CH:42][CH:41]=4)[C:34]4[CH:39]=[CH:38][CH:37]=[CH:36][CH:35]=4)[N:31]=[N:30][N:29]=3)=[CH:18][CH:17]=2)[C:13](=[O:52])[C:12]2[C:7](=[CH:8][CH:9]=[C:10]([N+:53]([O-])=O)[CH:11]=2)[N:6]=1)[CH2:2][CH2:3][CH3:4]>CCOC(C)=O.[Pd]>[NH2:53][C:10]1[CH:11]=[C:12]2[C:7](=[CH:8][CH:9]=1)[N:6]=[C:5]([CH2:1][CH2:2][CH2:3][CH3:4])[N:14]([CH2:15][C:16]1[CH:17]=[CH:18][C:19]([C:22]3[CH:27]=[CH:26][CH:25]=[CH:24][C:23]=3[C:28]3[N:32]([C:33]([C:34]4[CH:39]=[CH:38][CH:37]=[CH:36][CH:35]=4)([C:40]4[CH:41]=[CH:42][CH:43]=[CH:44][CH:45]=4)[C:46]4[CH:47]=[CH:48][CH:49]=[CH:50][CH:51]=4)[N:31]=[N:30][N:29]=3)=[CH:20][CH:21]=1)[C:13]2=[O:52]. Procedure: A solution of 3.2 g (4.4 mmol) of 2-n-Butyl-3-[(2'-(N-triphenylmethyl-tetrazol-5-yl)-biphen-4-yl)-methyl]-6-nitro quinazolin-4(3H)-one in 100 mL of EtOAc was hydrogenated over night under atmospheric pressure in the presence of 0.5 g of 10% Pd/C. The solution was filtered through celite and the celite was washed with CH2Cl2 to remove any of the yellow coloured product. The filtrate was concentrated in vacuo to give 3.0 g of a pale yellow solid. The material was not purified further. 98% yield. 1... The reactants are CC(C)C(=O)Nc1cccc(C2CCNCC2)c1, Cc1c(C=O)cnn1-c1ccccc1. Product: Cc1c(CN2CCC(c3cccc(NC(=O)C(C)C)c3)CC2)cnn1-c1ccccc1. RXN SMILES: [CH3:15][CH:16]([C:17](=[O:18])[NH:19][c:20]1[cH:21][c:22]([CH:26]2[CH2:27][CH2:28][NH:29][CH2:30][CH2:31]2)[cH:23][cH:24][cH:25]1)[CH3:32].[CH3:1][c:2]1[c:3]([CH:13]=[O:14])[cH:4][n:5][n:6]1-[c:7]1[cH:8][cH:9][cH:10][cH:11][cH:12]1>>[CH3:1][c:2]1[c:3]([CH2:13][N:29]2[CH2:28][CH2:27][CH:26]([c:22]3[cH:21][c:20]([NH:19][C:17]([CH:16]([CH3:15])[CH3:32])=[O:18])[cH:25][cH:24][cH:23]3)[CH2:31][CH2:30]2)[cH:4][n:5][n:6]1-[c:7]1[cH:8][cH:9][cH:10][cH:11][cH:12]1. Reactants: O=C([O-])[O-], C1=COCCC1, Cl, [K+], [K+], OCCCCC1CCNCC1, Cc1ccc(S(=O)(=O)[O-])cc1, BrC(c1ccccc1)c1ccccc1, c1cc[nH+]cc1. Yields the product OCCCCC1CCN(C(c2ccccc2)c2ccccc2)CC1. RXN SMILES: [C:30](=[O:31])([O-:32])[O-:33].[CH2:50]1[CH2:51][CH:52]=[CH:53][O:54][CH2:55]1.[ClH:1].[K+:34].[K+:35].[NH:2]1[CH2:3][CH2:4][CH:5]([CH2:8][CH2:9][CH2:10][CH2:11][OH:12])[CH2:6][CH2:7]1.[O-:13][S:14]([c:15]1[cH:16][cH:17][c:18]([CH3:19])[cH:20][cH:21]1)(=[O:22])=[O:23].[c:36]1([CH:42]([c:43]2[cH:44][cH:45][cH:46][cH:47][cH:48]2)[Br:49])[cH:37][cH:38][cH:39][cH:40][cH:41]1.[nH+:24]1[cH:25][cH:26][cH:27][cH:28][cH:29]1>>[N:2]1([CH:42]([c:36]2[cH:37][cH:38][cH:39][cH:40][cH:41]2)[c:43]2[cH:44][cH:45][cH:46][cH:47][cH:48]2)[CH2:3][CH2:4][CH:5]([CH2:8][CH2:9][CH2:10][CH2:11][OH:12])[CH2:6][CH2:7]1. Reactants: C(C)OC(=O)C=1N=C(SC1)N1C[C@@H](CC1)O ((3R)-1-(4-ethoxycarbonyl-1,3-thiazol-2-yl)-3-hydroxypyrrolidine), [Si](C1=CC=CC=C1)(C1=CC=CC=C1)(C(C)(C)C)Cl (t-butyldiphenylsilyl chloride), N1C=NC=C1 (imidazole), C(C)O (ethanol). The solvent is CN(C=O)C (dimethylformamide). Run at time 10 minute. Yields the product [Si](C1=CC=CC=C1)(C1=CC=CC=C1)(C(C)(C)C)O[C@H]1CN(CC1)C=1SC=C(N1)C(=O)OCC ((3R)-3-t-butyldiphenylsilyloxy-1-(4-ethoxycarbonyl-1,3-thiazol-2-yl)pyrrolidine). Isolated yield 98.1%. RXN SMILES: [CH2:1]([O:3][C:4]([C:6]1[N:7]=[C:8]([N:11]2[CH2:15][CH2:14][C@@H:13]([OH:16])[CH2:12]2)[S:9][CH:10]=1)=[O:5])[CH3:2].[Si:17](Cl)([C:30]([CH3:33])([CH3:32])[CH3:31])([C:24]1[CH:29]=[CH:28][CH:27]=[CH:26][CH:25]=1)[C:18]1[CH:23]=[CH:22][CH:21]=[CH:20][CH:19]=1.N1C=CN=C1.C(O)C>CN(C)C=O>[Si:17]([O:16][C@@H:13]1[CH2:14][CH2:15][N:11]([C:8]2[S:9][CH:10]=[C:6]([C:4]([O:3][CH2:1][CH3:2])=[O:5])[N:7]=2)[CH2:12]1)([C:30]([CH3:33])([CH3:32])[CH3:31])([C:24]1[CH:25]=[CH:26][CH:27]=[CH:28][CH:29]=1)[C:18]1[CH:23]=[CH:22][CH:21]=[CH:20][CH:19]=1. Reported procedure: To a solution of (3R)-1-(4-ethoxycarbonyl-1,3-thiazol-2-yl)-3-hydroxypyrrolidine (3.0 g, 12.4 mmol) (obtained as described in Reference Example 18(2)) in dimethylformamide (90 ml) were added t-butyldiphenylsilyl chloride (6.45 ml, 24.8 mmol) and imidazole (1.69 g, 24.8 mmol) in an ice bath. After stirring the mixture in an ice bath for 10 minutes, the resulting mixture was stirred at room temperature overnight. After checking the completion of the reaction, ethanol (2.59 ml) was added to the rea... The reactants are NC1=C(C(=O)O)C=C(C(=C1)OC)OC (2-amino-4,5-dimethoxybenzoic acid), C(=O)N (formamide). Solvent: O (water). Run at temperature 145 celsius. Yields the product COC=1C=C2C(NC=NC2=CC1OC)=O (6,7-Dimethoxyquinazolin-4(3H)-one). Isolated yield 40.4%. Reaction SMILES: [NH2:1][C:2]1[CH:10]=[C:9]([O:11][CH3:12])[C:8]([O:13][CH3:14])=[CH:7][C:3]=1[C:4](O)=[O:5].[CH:15]([NH2:17])=O>O>[CH3:14][O:13][C:8]1[CH:7]=[C:3]2[C:2](=[CH:10][C:9]=1[O:11][CH3:12])[N:1]=[CH:15][NH:17][C:4]2=[O:5]. Procedure details: A mixture of 2-amino-4,5-dimethoxybenzoic acid (29.6 g, 0.15 mol) and formamide (0.6 mol, 24 mL) was stirred vigorously under nitrogen atmosphere. The mixture was heated to 145° C. for 4 hours. After completion the reaction mixture was cooled and water (120 mL) was added. The solid was filtered, washed with cold water (2×20 mL) followed by hexane (2×20 mL) to give 12.5 g of the desired product in 40% yield. Mp. 295-296° C. (lit 296-297° C). Starting materials: BrCc1ccc(Br)cc1, CC(C)(C)OC(=O)CNS(=O)(=O)c1ccc2c(c1)CCC(C)(C)O2, CC#N. The product is CC(C)(C)OC(=O)CN(Cc1ccc(Br)cc1)S(=O)(=O)c1ccc2c(c1)CCC(C)(C)O2. Reaction SMILES: [Br:25][c:26]1[cH:27][cH:28][c:29]([CH2:32][Br:33])[cH:30][cH:31]1.[CH3:1][C:2]1([CH3:24])[O:3][c:4]2[cH:5][cH:6][c:7]([S:12](=[O:13])(=[O:14])[NH:15][CH2:16][C:17](=[O:18])[O:19][C:20]([CH3:21])([CH3:22])[CH3:23])[cH:8][c:9]2[CH2:10][CH2:11]1.[CH3:34][C:35]#[N:36]>>[CH3:1][C:2]1([CH3:24])[O:3][c:4]2[cH:5][cH:6][c:7]([S:12](=[O:13])(=[O:14])[N:15]([CH2:16][C:17](=[O:18])[O:19][C:20]([CH3:21])([CH3:22])[CH3:23])[CH2:32][c:29]3[cH:28][cH:27][c:26]([Br:25])[cH:31][cH:30]3)[cH:8][c:9]2[CH2:10][CH2:11]1. The reactants are CO, O=Cc1ccccc1O, NC(Cc1ccccc1)C(=O)O. Product: O=C(O)C(Cc1ccccc1)N=Cc1ccccc1O. RXN SMILES: [CH3:22][OH:23].[CH:13]([c:14]1[c:15]([OH:16])[cH:17][cH:18][cH:19][cH:20]1)=[O:21].[NH2:1][CH:2]([CH2:3][c:4]1[cH:5][cH:6][cH:7][cH:8][cH:9]1)[C:10](=[O:11])[OH:12]>>[N:1]([CH:2]([CH2:3][c:4]1[cH:5][cH:6][cH:7][cH:8][cH:9]1)[C:10](=[O:11])[OH:12])=[CH:13][c:14]1[c:15]([OH:16])[cH:17][cH:18][cH:19][cH:20]1. Reactants: CO, CC(C)ON, Cl, Cc1cc(C=O)c(C)cc1N. Yields the product Cc1cc(C=NOC(C)C)c(C)cc1N. Reaction SMILES: [CH3:18][OH:19].[CH:13]([CH3:14])([CH3:15])[O:16][NH2:17].[ClH:12].[NH2:1][c:2]1[cH:3][c:4]([CH3:11])[c:5]([CH:6]=[O:7])[cH:8][c:9]1[CH3:10]>>[NH2:1][c:2]1[cH:3][c:4]([CH3:11])[c:5]([CH:6]=[N:17][O:16][CH:13]([CH3:14])[CH3:15])[cH:8][c:9]1[CH3:10]. The reactants are NC1=NC=CC=C1 (2-aminopyridine), C(C)(C)N(CC)C(C)C (diisopropylethylamine), ClCC(=O)Cl (Chloroacetylchloride). Run in ClCCl (dichloromethane). Yields the product ClCC(=O)NC1=NC=CC=C1 (2-Chloro-N-(2-pyridinyl)acetamide). Isolated yield 80.1%. RXN SMILES: [Cl:1][CH2:2][C:3](Cl)=[O:4].[NH2:6][C:7]1[CH:12]=[CH:11][CH:10]=[CH:9][N:8]=1.C(N(C(C)C)CC)(C)C>ClCCl>[Cl:1][CH2:2][C:3]([NH:6][C:7]1[CH:12]=[CH:11][CH:10]=[CH:9][N:8]=1)=[O:4]. Reported procedure: Chloroacetylchloride (60 g, 0.53M) was added with stirring to a mixture of 2-aminopyridine (50 g, 0.53M) and diisopropylethylamine (75 ml, 0.53M) in dichloromethane (500 ml) keeping the temperature below 5° C. After the reaction mixture was warmed to room temperature it was filtered and washed with water. The organic layer was dried (MgSO4) and evaporated under reduced pressure to give 72.6 g of a brown solid.